This data is from the Open Reaction Database (ORD), a public repository of structured organic reaction records. The task is: describe an organic reaction: reactants, conditions, products, and yield Reactants: C(#N)C=1C(=C(C(=O)CC(=O)OCC)C=C(C1Cl)F)Cl (ethyl 3-cyano-2,4-dichloro-5-fluorobenzoylacetate), C(OCC)(OCC)OCC (triethyl orthoformate), C(C)(=O)OC(C)=O (diacetyl oxide), C1(CC1)N (cyclopropylamine). Reaction conditions: time 2 hour. Product: C(#N)C=1C(=C(C(=O)C(C(=O)OCC)=CNC2CC2)C=C(C1Cl)F)Cl (ethyl 2-(3-cyano-2,4-dichloro-5-fluorobenzoyl)-3-cyclopropylaminoacrylate). Isolated yield 70.0%. Reaction SMILES: [C:1]([C:3]1[C:4]([Cl:19])=[C:5]([CH:14]=[C:15]([F:18])[C:16]=1[Cl:17])[C:6]([CH2:8][C:9]([O:11][CH2:12][CH3:13])=[O:10])=[O:7])#[N:2].[CH:20](OCC)(OCC)OCC.C(OC(=O)C)(=O)C.[CH:37]1([NH2:40])[CH2:39][CH2:38]1>>[C:1]([C:3]1[C:4]([Cl:19])=[C:5]([CH:14]=[C:15]([F:18])[C:16]=1[Cl:17])[C:6]([C:8](=[CH:20][NH:40][CH:37]1[CH2:39][CH2:38]1)[C:9]([O:11][CH2:12][CH3:13])=[O:10])=[O:7])#[N:2]. Procedure: 76.0 g of ethyl 3-cyano-2,4-dichloro-5-fluorobenzoylacetate (0.25 mol), 66.6 g of triethyl orthoformate (0.45 mol) and 77.4 g of diacetyl oxide (0.72 mol) were stirred at 150° C. for 2.5 hours. Fractions having a lower boiling point were evaporated under reduced pressure. To the residue was added 250 ml of anhydrous ethanol. 14.5 g of cyclopropylamine (0.25 mol) was added to the solution and the reaction was then carried out for 2 hours. The resulting mixture was filtered under suction. The resi...